This data is from the Open Reaction Database (ORD), a public repository of structured organic reaction records. The task is: describe an organic reaction: reactants, conditions, products, and yield Reactants: N1C(CCC1=O)=O (pyrrolidine-2,5-dione), BrCC1=NC=CC=C1 (2-(bromomethyl)pyridine). The product is N1=C(C=CC=C1)CC1CCC(N1)=O (5-(Pyridin-2-ylmethyl)pyrrolidin-2-one). Reaction SMILES: [NH:1]1[C:5](=O)[CH2:4][CH2:3][C:2]1=[O:7].Br[CH2:9][C:10]1[CH:15]=[CH:14][CH:13]=[CH:12][N:11]=1>>[N:11]1[CH:12]=[CH:13][CH:14]=[CH:15][C:10]=1[CH2:9][CH:5]1[NH:1][C:2](=[O:7])[CH2:3][CH2:4]1. Procedure: 5-(Pyridin-2-ylmethyl)pyrrolidin-2-one is synthesized from pyrrolidine-2,5-dione and 2-(bromomethyl)pyridine according to S. Lebrun et al. (Tetrahedron Asymmetry 2003, 14, 2625-2632).